Task: describe an organic reaction: reactants, conditions, products, and yield. Dataset: the Open Reaction Database (ORD), a public repository of structured organic reaction records The reactants are CC(C(=O)O)(C)N1N=CC(=C1)C1=CC2=C(C=3N=C(SC3CCO2)C=2N(N=CN2)CC(F)(F)F)C=C1 (2-Methyl-2-(4-{2-[2-(2,2,2-trifluoro-ethyl)-2H-[1,2,4]triazol-3-yl]-4,5-dihydro-6-oxa-3-thia-1-aza-benzo[e]azulen-8-yl}-pyrazol-1-yl)-propionic acid), [Cl-].[NH4+] (ammonium chloride). Yields the product FC(CN1N=CN=C1C=1SC=2CCOC3=C(C2N1)C=CC(=C3)C=3C=NN(C3)C(C(=O)N)(C)C)(F)F (2-(4-{2-[2-(2,2,2-Trifluoro-ethyl)-2H-[1,2,4]triazol-3-yl]-4,5-dihydro-6-oxa-3-thia-1-aza-benzo[e]azulen-8-yl}-pyrazol-1-yl)-isobutyramide). Reaction SMILES: [CH3:1][C:2]([N:7]1[CH:11]=[C:10]([C:12]2[CH:35]=[CH:34][C:15]3[C:16]4[N:17]=[C:18]([C:24]5[N:25]([CH2:29][C:30]([F:33])([F:32])[F:31])[N:26]=[CH:27][N:28]=5)[S:19][C:20]=4[CH2:21][CH2:22][O:23][C:14]=3[CH:13]=2)[CH:9]=[N:8]1)([CH3:6])[C:3](O)=[O:4].[Cl-].[NH4+:37]>>[F:33][C:30]([F:31])([F:32])[CH2:29][N:25]1[C:24]([C:18]2[S:19][C:20]3[CH2:21][CH2:22][O:23][C:14]4[CH:13]=[C:12]([C:10]5[CH:9]=[N:8][N:7]([C:2]([CH3:1])([CH3:6])[C:3]([NH2:37])=[O:4])[CH:11]=5)[CH:35]=[CH:34][C:15]=4[C:16]=3[N:17]=2)=[N:28][CH:27]=[N:26]1 |f:1.2|. Procedure details: Following the procedure for 240, 2-Methyl-2-(4-{2-[2-(2,2,2-trifluoro-ethyl)-2H-[1,2,4]triazol-3-yl]-4,5-dihydro-6-oxa-3-thia-1-aza-benzo[e]azulen-8-yl}-pyrazol-1-yl)-propionic acid was reacted with ammonium chloride to give 288. MS(ESI+) 504.1. 1H NMR (400 MHz, DMSO) δ 8.44 (s, 1H), 8.3-8.25 (m, 2H), 8.04 (s, 1H), 7.51 (dd, J=8.3, 1.5, 1H), 7.40 (d, J=1.4, 1H), 7.16 (br, 1H), 6.77 (br, 1H), 5.86 (q, J=8.7, 2H), 4.40 (t, J=4.9, 2H), 3.47 (t, J=4.9, 2H), 1.74 (s, 6H) Starting materials: FC1=C(C=CC=C1)C=CC(=O)O (3-(2-fluoro-phenyl)-acrylic acid), N1=CC(=CC=C1)C=1C=C(C=CC1)[C@H](C)N ((S)-1-(3-pyridin-3-yl-phenyl)ethylamine), C(CCl)Cl (EDC), C=1C=CC2=C(C1)N=NN2O (HOBT), C(C)(C)N(CC)C(C)C (diisopropylethylamine). Solvent: CN(C)C=O (DMF). Conditions: temperature 23 celsius, time 18 hour. Yields the product FC1=C(C=CC=C1)C=CC(=O)N[C@@H](C)C1=CC(=CC=C1)C=1C=NC=CC1 ((S)-3-(2-fluoro-phenyl)-N-[1-(3-pyridin-3-yl-phenyl)ethyl]acrylamide). RXN SMILES: [F:1][C:2]1[CH:7]=[CH:6][CH:5]=[CH:4][C:3]=1[CH:8]=[CH:9][C:10]([OH:12])=O.[N:13]1[CH:18]=[CH:17][CH:16]=[C:15]([C:19]2[CH:20]=[C:21]([C@@H:25]([NH2:27])[CH3:26])[CH:22]=[CH:23][CH:24]=2)[CH:14]=1.C(Cl)CCl.C1C=CC2N(O)N=NC=2C=1.C(N(C(C)C)CC)(C)C>CN(C=O)C>[F:1][C:2]1[CH:7]=[CH:6][CH:5]=[CH:4][C:3]=1[CH:8]=[CH:9][C:10]([NH:27][C@H:25]([C:21]1[CH:22]=[CH:23][CH:24]=[C:19]([C:15]2[CH:14]=[N:13][CH:18]=[CH:17][CH:16]=2)[CH:20]=1)[CH3:26])=[O:12]. Procedure details: A mixture of 3-(2-fluoro-phenyl)-acrylic acid (0.083 mmol), (S)-1-(3-pyridin-3-yl-phenyl)ethylamine (12.7 mg, 0.064 mmol), EDC (18.4 mg, 0.096 mmol), HOBT (13 mg, 0.096 mmol), DMF (2 mL) and diisopropylethylamine (33 μL, 0.192 mmol) was stirred at 23° C., 18 hours. The residue was purified by preparative HPLC (Primeshere C18-HC 21.2×100 mm; (5 mM NH4OAc) 0-100% gradient over 5 minutes 20 mL/min flow rate) to afford the title product.